From a dataset of the Open Reaction Database (ORD), a public repository of structured organic reaction records. describe an organic reaction: reactants, conditions, products, and yield The reactants are COCC(=O)Cl (Methoxyacetyl chloride), Cl.NC1=C(C=C2C(=NC=NC2=C1)NC1=C(C=C(C(=C1)OC(=O)OC)C)F)OC (7-amino-4-(2-fluoro-5-methoxycarbonyloxy-4-methylanilino)-6-methoxyquinazoline hydrochloride), COCC(=O)Cl (methoxyacetyl chloride). Solvent: C(Cl)Cl (methylene chloride), N1=CC=CC=C1 (pyridine). Run at temperature 0 celsius, time 2 hour. The product is FC1=C(NC2=NC=NC3=CC(=C(C=C23)OC)NC(COC)=O)C=C(C(=C1)C)OC(=O)OC (4-(2-fluoro-5-methoxycarbonyloxy-4-methylanilino)-6-methoxy-7-methoxyacetamidoquinazoline). Isolated yield 32.5%. As a reaction SMILES: [CH3:1][O:2][CH2:3][C:4](Cl)=[O:5].Cl.[NH2:8][C:9]1[CH:18]=[C:17]2[C:12]([C:13]([NH:19][C:20]3[CH:25]=[C:24]([O:26][C:27]([O:29][CH3:30])=[O:28])[C:23]([CH3:31])=[CH:22][C:21]=3[F:32])=[N:14][CH:15]=[N:16]2)=[CH:11][C:10]=1[O:33][CH3:34]>C(Cl)Cl.N1C=CC=CC=1>[F:32][C:21]1[CH:22]=[C:23]([CH3:31])[C:24]([O:26][C:27]([O:29][CH3:30])=[O:28])=[CH:25][C:20]=1[NH:19][C:13]1[C:12]2[C:17](=[CH:18][C:9]([NH:8][C:4](=[O:5])[CH2:3][O:2][CH3:1])=[C:10]([O:33][CH3:34])[CH:11]=2)[N:16]=[CH:15][N:14]=1 |f:1.2|. Procedure details: Methoxyacetyl chloride (62 μl, 0.68 mmol) was added dropwise to a solution of 7-amino-4-(2-fluoro-5-methoxycarbonyloxy-4-methylanilino)-6-methoxyquinazoline hydrochloride (215 mg, 0.52 mmol) in methylene chloride (5 ml) and pyridine (l.5 ml) at 0° C. and the mixture stirred for 2 hours at 0° C. Further methoxyacetyl chloride (14 μl, 0.15 mmol) was added and the mixture stirred for 20 minutes at 0° C. The reaction mixture was partitioned between ethyl acetate and water and the aqueous layer adjus... Reactants: CO[C@H]1C(O[C@@H]2[C@H]1OC(O[C@@H]2C=C)(C)C)=O ((4R,4aS,7R,7aR)-7-methoxy-2,2-dimethyl-4-vinyltetrahydro-6H-furo[3,2-d][1,3]dioxin-6-one), O (water), C(=O)(C(F)(F)F)O (TFA). Solvent: C1CCOC1 (THF). Run at time 8 hour. The product is O[C@H]1[C@H](C(O[C@H]1[C@@H](C=C)O)=O)OC ((3R,4R,5S)-4-hydroxy-5-[(1R)-1-hydroxyprop-2-en-1-yl]-3-methoxydihydrofuran-2(3H)-one). Yield: 94.4%. As a reaction SMILES: C(O)(C(F)(F)F)=O.[CH3:8][O:9][C@@H:10]1[C@@H:14]2[O:15]C(C)(C)[O:17][C@H:18]([CH:19]=[CH2:20])[C@@H:13]2[O:12][C:11]1=[O:23].O>C1COCC1>[OH:15][C@@H:14]1[C@H:13]([C@H:18]([OH:17])[CH:19]=[CH2:20])[O:12][C:11](=[O:23])[C@@H:10]1[O:9][CH3:8]. Procedure details: 10 ml of TFA are added dropwise, at 0° C., to a 100 ml round-bottomed flask containing 1.0 g of 17 (4.38 mmol), 10 ml of water and 14 ml of THF. The medium is left to return to AT and stirred overnight. The medium is then concentrated at reduced pressure, at AT, and 50 ml of water are added, and the mixture is frozen and lyophilized. The lyophilizate is made into a paste in heptane, in the presence of a minimum amount of methanol, after the solvents have been evaporated off. 778 mg of expected p... Starting materials: Cc1cc([N+](=O)[O-])c2c(c1SC(=O)N(C)C)CCC2, CO, Cl, [Na+], [OH-]. Yields the product Cc1cc([N+](=O)[O-])c2c(c1S)CCC2. As a reaction SMILES: [CH3:1][N:2]([CH3:3])[C:18]([S:4][c:5]1[c:6]2[c:10]([c:11]([N+:15](=[O:16])[O-:17])[cH:12][c:13]1[CH3:14])[CH2:9][CH2:8][CH2:7]2)=[O:19].[CH3:23][OH:24].[ClH:22].[Na+:21].[OH-:20]>>[SH:4][c:5]1[c:6]2[c:10]([c:11]([N+:15](=[O:16])[O-:17])[cH:12][c:13]1[CH3:14])[CH2:9][CH2:8][CH2:7]2.